describe an organic reaction: reactants, conditions, products, and yield From a dataset of the Open Reaction Database (ORD), a public repository of structured organic reaction records. Reactants: CS(=O)(=O)OCC(C1=C(C=CC=C1)OC)C=1C=NC(=CC1)NC(=O)C1(CC1)C1=CC2=C(OCO2)C=C1 ((6-(1-(benzo[d][1,3]dioxol-5-yl)cyclopropanecarboxamido)pyridin-3-yl)(2-methoxyphenyl)ethyl methanesulfonate), COCCN1CCNCC1 (1-(2-methoxyethyl)piperazine), O1COC2=C1C=CC(=C2)C2(CC2)C(=O)NC2=NC=C(C=C2)C(C2=C(C=CC=C2)OC)N(C)C (1-(benzo[d][1,3]dioxol-5-yl)-N-(5-((dimethylamino)(2-methoxyphenyl)methyl)pyridin-2-yl)cyclopropanecarboxamide). Yields the product O1COC2=C1C=CC(=C2)C2(CC2)C(=O)NC2=NC=C(C=C2)C(C2=C(C=CC=C2)OC)N2CCN(CC2)CCO (1-(Benzo[d][1,3]dioxol-5-yl)-N-(5-((4-(2-hydroxyethyl)piperazin-1-yl)(2-methoxyphenyl)methyl)pyridin-2-yl)cyclopropanecarboxamide). As a reaction SMILES: CS(OC[CH:7]([C:16]1[CH:17]=[N:18][C:19]([NH:22][C:23]([C:25]2([C:28]3[CH:36]=[CH:35][C:31]4[O:32][CH2:33][O:34][C:30]=4[CH:29]=3)[CH2:27][CH2:26]2)=[O:24])=[CH:20][CH:21]=1)[C:8]1[CH:13]=[CH:12][CH:11]=[CH:10][C:9]=1[O:14][CH3:15])(=O)=O.C[O:38][CH2:39][CH2:40][N:41]1[CH2:46][CH2:45][NH:44][CH2:43][CH2:42]1.O1C2C=CC(C3(C(NC4C=CC(C(N(C)C)C5C=CC=CC=5OC)=CN=4)=O)CC3)=CC=2OC1>>[O:32]1[C:31]2[CH:35]=[CH:36][C:28]([C:25]3([C:23]([NH:22][C:19]4[CH:20]=[CH:21][C:16]([CH:7]([N:44]5[CH2:45][CH2:46][N:41]([CH2:40][CH2:39][OH:38])[CH2:42][CH2:43]5)[C:8]5[CH:13]=[CH:12][CH:11]=[CH:10][C:9]=5[O:14][CH3:15])=[CH:17][N:18]=4)=[O:24])[CH2:26][CH2:27]3)=[CH:29][C:30]=2[O:34][CH2:33]1. Procedure details: 1-(Benzo[d][1,3]dioxol-5-yl)-N-(5-((4-(2-hydroxyethyl)piperazin-1-yl)(2-methoxyphenyl)methyl)pyridin-2-yl)cyclopropanecarboxamide was prepared from (6-(1-(benzo[d][1,3]dioxol-5-yl)cyclopropanecarboxamido)pyridin-3-yl)(2-methoxyphenyl)ethyl methanesulfonate and 1-(2-methoxyethyl)piperazine in a manner analogous to that of 1-(benzo[d][1,3]dioxol-5-yl)-N-(5-((dimethylamino)(2-methoxyphenyl)methyl)pyridin-2-yl)cyclopropanecarboxamide. The reactants are COCCOCc1ccc(Oc2ccc([N+](=O)[O-])c(OC3CCOCC3)c2)cn1, CCO, [Ca+2], [Cl-], [Cl-], [Fe], O. The product is COCCOCc1ccc(Oc2ccc(N)c(OC3CCOCC3)c2)cn1. RXN SMILES: [CH3:1][O:2][CH2:3][CH2:4][O:5][CH2:6][c:7]1[n:8][cH:9][c:10]([O:13][c:14]2[cH:15][c:16]([O:23][CH:24]3[CH2:25][CH2:26][O:27][CH2:28][CH2:29]3)[c:17]([N+:20]([O-:21])=[O:22])[cH:18][cH:19]2)[cH:11][cH:12]1.[CH3:33][CH2:34][OH:35].[Ca+2:32].[Cl-:30].[Cl-:31].[Fe:37].[OH2:36]>>[CH3:1][O:2][CH2:3][CH2:4][O:5][CH2:6][c:7]1[n:8][cH:9][c:10]([O:13][c:14]2[cH:15][c:16]([O:23][CH:24]3[CH2:25][CH2:26][O:27][CH2:28][CH2:29]3)[c:17]([NH2:20])[cH:18][cH:19]2)[cH:11][cH:12]1. Starting materials: CCOC(=O)C(Cc1ccc(OCCCCc2ccc([N+](=O)[O-])cc2)cc1)OCC, C1CCOC1, [Li+], [OH-], O. The product is CCOC(Cc1ccc(OCCCCc2ccc([N+](=O)[O-])cc2)cc1)C(=O)O. As a reaction SMILES: [CH2:1]([CH3:2])[O:3][CH:4]([C:5](=[O:6])[O:7][CH2:8][CH3:9])[CH2:10][c:11]1[cH:12][cH:13][c:14]([O:17][CH2:18][CH2:19][CH2:20][CH2:21][c:22]2[cH:23][cH:24][c:25]([N+:28](=[O:29])[O-:30])[cH:26][cH:27]2)[cH:15][cH:16]1.[CH2:33]1[O:34][CH2:35][CH2:36][CH2:37]1.[Li+:31].[OH-:32].[OH2:38]>>[CH2:1]([CH3:2])[O:3][CH:4]([C:5](=[O:6])[OH:7])[CH2:10][c:11]1[cH:12][cH:13][c:14]([O:17][CH2:18][CH2:19][CH2:20][CH2:21][c:22]2[cH:23][cH:24][c:25]([N+:28](=[O:29])[O-:30])[cH:26][cH:27]2)[cH:15][cH:16]1. Reactants: crude product, C(C1=CC=CC=C1)OC1OC2=C(NC1=O)C=CC=C2C(C(O)OCC)=O (benzyloxy-8-(2-ethoxy-2-hydroxyacetyl)-4H-benzo[1,4]oxazin-3-one), NC(CC1=CC=C(OCCCC(=O)OCC)C=C1)(C)C (ethyl 4-[4-(2-amino-2-methylpropyl)phenoxy]butyrate), O (water), C(C(=O)O)(=O)O (oxalic acid). The solvent is C(C)(=O)OCC (ethyl acetate), C(C)OCC (diethyl ether). Yields the product C(C1=CC=CC=C1)OC=1C=C(C2=C(NC(CO2)=O)C1)C(CNC(CC1=CC=C(OCCCC(=O)OCC)C=C1)(C)C)O (ethyl 4-(4-{2-[2-(6-benzyloxy-3-oxo-3,4-dihydro-2H-benzo[1,4]oxazin-8-yl)2-hydroxyethylamino]-2-methylpropyl}phenoxy)butyrate). As a reaction SMILES: C(O[CH:9]1[C:14](=[O:15])[NH:13][C:12]2[CH:16]=[CH:17][CH:18]=[C:19]([C:20](=[O:26])[CH:21](OCC)O)[C:11]=2[O:10]1)C1C=CC=CC=1.[NH2:27][C:28]([CH3:46])([CH3:45])[CH2:29][C:30]1[CH:44]=[CH:43][C:33]([O:34][CH2:35][CH2:36][CH2:37][C:38]([O:40][CH2:41][CH3:42])=[O:39])=[CH:32][CH:31]=1.O.[C:48]([OH:53])(=O)[C:49](O)=O>C(OCC)(=O)C.C(OCC)C>[CH2:48]([O:53][C:17]1[CH:18]=[C:19]([CH:20]([OH:26])[CH2:21][NH:27][C:28]([CH3:45])([CH3:46])[CH2:29][C:30]2[CH:44]=[CH:43][C:33]([O:34][CH2:35][CH2:36][CH2:37][C:38]([O:40][CH2:41][CH3:42])=[O:39])=[CH:32][CH:31]=2)[C:11]2[O:10][CH2:9][C:14](=[O:15])[NH:13][C:12]=2[CH:16]=1)[C:49]1[CH:18]=[CH:19][CH:11]=[CH:12][CH:16]=1. Procedure details: 1.20 g (3.36 mmol) of benzyloxy-8-(2-ethoxy-2-hydroxyacetyl)-4H-benzo[1,4]oxazin-3-one and 0.90 g (3.22 mmol) of ethyl 4-[4-(2-amino-2-methylpropyl)phenoxy]butyrate are reacted in the manner described for Example 8(d). The crude product is dissolved in 10 mL ethyl acetate and 10 mL water and combined with oxalic acid with stirring. The solution is diluted with diethyl ether and the solid precipitated is suction filtered and washed with diethyl ether. Yield: 1.20 g (54%, oxalate); melting point 2... Reactants: [N+](=O)([O-])C=1C=NNC1 (4-nitro-1H-pyrazole), O1C(OCC1)=O (1,3-dioxolan-2-one), C([O-])([O-])=O.[Cs+].[Cs+] (cesium carbonate), O (water). The solvent is C(C)(=O)OCC (ethyl acetate), CN(C=O)C (dimethylformamide). Run at temperature 100 celsius. Product: [N+](=O)([O-])C=1C=NN(C1)CCO (2-(4-nitro-1H-pyrazol-1-yl)ethanol). Reaction SMILES: [N+:1]([C:4]1[CH:5]=[N:6][NH:7][CH:8]=1)([O-:3])=[O:2].[O:9]1[CH2:13][CH2:12]OC1=O.C(=O)([O-])[O-].[Cs+].[Cs+].O>CN(C)C=O.C(OCC)(=O)C>[N+:1]([C:4]1[CH:5]=[N:6][N:7]([CH2:12][CH2:13][OH:9])[CH:8]=1)([O-:3])=[O:2] |f:2.3.4|. Reported procedure: A solid mixture of 4-nitro-1H-pyrazole (1 g, 8.84 mmol), 1,3-dioxolan-2-one (3.89 g, 44.2 mmol) and cesium carbonate (2.88 g, 8.84 mmol) was suspended in 20 ml dimethylformamide and the resulting suspension was slowly heated to 100° C. overnight. The mixture was added to 100 ml water and 40 ml ethyl acetate; the separated aqueous layer was extracted with ethyl acetate (30 ml), and the combined organic layers were washed with brine (30 ml), dried with magnesium sulfate, filtered and concentrated.... Reactants: CCS(=O)(=O)c1ccc(Br)cc1C(F)(F)F, O=C(O)Cc1cc(O)cc(Cl)c1. Yields the product CCS(=O)(=O)c1ccc(Oc2cc(Cl)cc(CC(=O)O)c2)cc1C(F)(F)F. RXN SMILES: [Br:13][c:14]1[cH:15][c:16]([C:25]([F:26])([F:27])[F:28])[c:17]([S:20](=[O:21])(=[O:22])[CH2:23][CH3:24])[cH:18][cH:19]1.[Cl:1][c:2]1[cH:3][c:4]([CH2:9][C:10](=[O:11])[OH:12])[cH:5][c:6]([OH:8])[cH:7]1>>[Cl:1][c:2]1[cH:3][c:4]([CH2:9][C:10](=[O:11])[OH:12])[cH:5][c:6]([O:8][c:14]2[cH:15][c:16]([C:25]([F:26])([F:27])[F:28])[c:17]([S:20](=[O:21])(=[O:22])[CH2:23][CH3:24])[cH:18][cH:19]2)[cH:7]1. Starting materials: C(=O)=O (carbon dioxide), C1CCOC1 (THF), COC1=C(C=CC=C1)N1CCN(CC1)C (1-(2-Methoxyphenyl)-4-methylpiperazine), C(CCC)[Li] (n-butyllithium), N,N-tetramethylethylenediamine. Run in O (water), CCOCC (ether), CCCCCC (hexane). Conditions: time 6 hour. Product: COC1=C(C(=O)O)C=CC=C1N1CCN(CC1)C (2-Methoxy-3-(4-methyl-1-piperazinyl)benzoic acid). RXN SMILES: [CH3:1][O:2][C:3]1[CH:8]=[CH:7][CH:6]=[CH:5][C:4]=1[N:9]1[CH2:14][CH2:13][N:12]([CH3:15])[CH2:11][CH2:10]1.C([Li])CCC.[C:21](=[O:23])=[O:22].C1COCC1>CCOCC.CCCCCC.O>[CH3:1][O:2][C:3]1[C:4]([N:9]2[CH2:10][CH2:11][N:12]([CH3:15])[CH2:13][CH2:14]2)=[CH:5][CH:6]=[CH:7][C:8]=1[C:21]([OH:23])=[O:22]. Reported procedure: 1-(2-Methoxyphenyl)-4-methylpiperazine (10.0 g) was added in ether (20 ml) dropwise to a solution of n-butyllithium in hexane (1.6M; 36 ml) and N,N-tetramethylethylenediamine (5.6 g) under nitrogen at room temperature. The resulting suspension was stirred for 6 h and was added slowly to a mixture of solid carbon dioxide (50 g) and THF (50 ml). The mixture was allowed to warm to room temperature and was treated with water (150 ml). The aqueous solution was washed with and the filtrate was evapora... The reactants are ClC1=C(C=C(C(=C1)Cl)O)N1C(N2C(=CCCC2)C1=O)=O (2-(2,4-dichloro-5-hydroxyphenyl)-5,6-dihydroimidazo [1,5-a] pyridine-1,3[2H, 7H]-dione), C1(CCCC1)Br (cyclopentylbromide), C([O-])([O-])=O.[K+].[K+] (potassium carbonate), [Cl-].[NH4+] (ammonium chloride). Solvent: C(C)#N (acetonitrile). Product: C1(CCCC1)OC=1C(=CC(=C(C1)N1C(N2C(=CCCC2)C1=O)=O)Cl)Cl (2-(5-cyclopentyloxy-2,4-dichlorophenyl)-5,6-dihydroimidazo [1,5-a] pyridine-1,3[2H, 7H]-dione). Isolated yield 60.3%. RXN SMILES: [Cl:1][C:2]1[CH:7]=[C:6]([Cl:8])[C:5]([OH:9])=[CH:4][C:3]=1[N:10]1[C:18](=[O:19])[C:13]2=[CH:14][CH2:15][CH2:16][CH2:17][N:12]2[C:11]1=[O:20].[CH:21]1(Br)[CH2:25][CH2:24][CH2:23][CH2:22]1.C(=O)([O-])[O-].[K+].[K+].[Cl-].[NH4+]>C(#N)C>[CH:21]1([O:9][C:5]2[C:6]([Cl:8])=[CH:7][C:2]([Cl:1])=[C:3]([N:10]3[C:18](=[O:19])[C:13]4=[CH:14][CH2:15][CH2:16][CH2:17][N:12]4[C:11]3=[O:20])[CH:4]=2)[CH2:25][CH2:24][CH2:23][CH2:22]1 |f:2.3.4,5.6|. Reported procedure: An acetonitrile (10 mL) solution of 2-(2,4-dichloro-5-hydroxyphenyl)-5,6-dihydroimidazo [1,5-a] pyridine-1,3[2H, 7H]-dione (0.50 g, 1.61 mmol), cyclopentylbromide (0.19 mL, 1.77 mmol) and potassium carbonate (0.22 g, 1.61 mmol) was stirred for 2 hours under reflux. A saturated ammonium chloride solution (20 mL) was added to the resulting mixture and the organic layer was separated. The aqueous layer was extracted with diethyl ether (10 mL×2 times), and the organic layer combined was washed with ... RXN SMILES: Cl[C:2]1[CH:7]=[CH:6][C:5]([N+:8]([O-:10])=[O:9])=[CH:4][CH:3]=1.[OH-].[K+].[CH3:13][CH:14]([C:21]#[N:22])[C:15]1[CH:20]=[CH:19][CH:18]=[CH:17][CH:16]=1>N1C=CC=CC=1>[N+:8]([C:5]1[CH:6]=[CH:7][C:2]([C:14]([C:15]2[CH:20]=[CH:19][CH:18]=[CH:17][CH:16]=2)([CH3:13])[C:21]#[N:22])=[CH:3][CH:4]=1)([O-:10])=[O:9] |f:1.2|. Reaction conditions: temperature 10 celsius, time 24 hour. Starting materials: ClC1=CC=C(C=C1)[N+](=O)[O-] (4-chloronitrobenzene), [OH-].[K+] (KOH), powder, CC(C1=CC=CC=C1)C#N (α-methylbenzylcyanide), HCl ice. The solvent is N1=CC=CC=C1 (pyridine), N1=CC=CC=C1 (pyridine). Procedure details: This compound is synthesized according to Makosza, et al with some modifications (Makosza, M., et al, Tetrahedron (1974), 30: 3723). A solution of 4-chloronitrobenzene (31.5 g, 0.2 mol) in pyridine (100 mL) is added dropwise to a vigorously stirred suspension of KOH (fine powder 70.0 g) and α-methylbenzylcyanide (26.2 g, 0.2 mol) in pyridine (150 mL), with the reaction temperature being maintained at 10° C. The reaction mixture is stirred for 24 hours at 25° C., and poured onto an excess of HCl-... Product: [N+](=O)([O-])C1=CC=C(C=C1)C(C#N)(C)C1=CC=CC=C1 (2-(4-Nitrophenyl)-2-phenylpropionitrile).